From a dataset of the Open Reaction Database (ORD), a public repository of structured organic reaction records. describe an organic reaction: reactants, conditions, products, and yield The reactants are O=C1C=CNC(c2ccc(F)cc2)C1, COc1cc(N=C=O)c(C(C)C)cc1OC. Yields the product COc1cc(NC(=O)N2C=CC(=O)CC2c2ccc(F)cc2)c(C(C)C)cc1OC. As a reaction SMILES: [F:17][c:18]1[cH:19][cH:20][c:21]([CH:24]2[NH:25][CH:26]=[CH:27][C:28](=[O:30])[CH2:29]2)[cH:22][cH:23]1.[N:1](=[C:2]=[O:3])[c:4]1[c:5]([CH:14]([CH3:15])[CH3:16])[cH:6][c:7]([O:12][CH3:13])[c:8]([O:10][CH3:11])[cH:9]1>>[NH:1]([C:2](=[O:3])[N:25]1[CH:24]([c:21]2[cH:20][cH:19][c:18]([F:17])[cH:23][cH:22]2)[CH2:29][C:28](=[O:30])[CH:27]=[CH:26]1)[c:4]1[c:5]([CH:14]([CH3:15])[CH3:16])[cH:6][c:7]([O:12][CH3:13])[c:8]([O:10][CH3:11])[cH:9]1.